Dataset: the Open Reaction Database (ORD), a public repository of structured organic reaction records. Task: describe an organic reaction: reactants, conditions, products, and yield Starting materials: Cc1cc2ccccn2c1, ClCCCl, Cl, O, O=P(Cl)(Cl)Cl, O=C(C1CCc2nc[nH]c2C1)N1CCCC1. The product is Cc1cc2ccccn2c1C(=O)C1CCc2nc[nH]c2C1. As a reaction SMILES: [CH3:18][c:19]1[cH:20][c:21]2[cH:22][cH:23][cH:24][cH:25][n:26]2[cH:27]1.[Cl:34][CH2:35][CH2:36][Cl:37].[ClH:1].[OH2:33].[P:28]([Cl:29])([Cl:30])([Cl:31])=[O:32].[n:2]1[cH:3][nH:4][c:5]2[c:6]1[CH2:7][CH2:8][CH:9]([C:11](=[O:12])[N:13]1[CH2:14][CH2:15][CH2:16][CH2:17]1)[CH2:10]2>>[n:2]1[cH:3][nH:4][c:5]2[c:6]1[CH2:7][CH2:8][CH:9]([C:11](=[O:12])[c:27]1[c:19]([CH3:18])[cH:20][c:21]3[cH:22][cH:23][cH:24][cH:25][n:26]31)[CH2:10]2.